Dataset: the Open Reaction Database (ORD), a public repository of structured organic reaction records. Task: describe an organic reaction: reactants, conditions, products, and yield Reactants: CCNC(=O)Oc1ccccc1, CN(C)C=O, [H-], [Na+], Nc1nccc(Oc2ccc3[nH]ccc3c2)n1. The product is CCNC(=O)n1ccc2cc(Oc3ccnc(N)n3)ccc21. Reaction SMILES: [CH2:20]([CH3:21])[NH:22][C:23]([O:24][c:26]1[cH:27][cH:28][cH:29][cH:30][cH:31]1)=[O:25].[CH3:32][N:33]([CH3:34])[CH:35]=[O:36].[H-:1].[Na+:2].[nH:3]1[cH:4][cH:5][c:6]2[cH:7][c:8]([O:12][c:13]3[n:14][c:15]([NH2:19])[n:16][cH:17][cH:18]3)[cH:9][cH:10][c:11]12>>[n:3]1([C:23]([NH:22][CH2:20][CH3:21])=[O:24])[cH:4][cH:5][c:6]2[cH:7][c:8]([O:12][c:13]3[n:14][c:15]([NH2:19])[n:16][cH:17][cH:18]3)[cH:9][cH:10][c:11]12. Reactants: OCC(=O)[C@@H](O)[C@H](O)[C@@H](O)CO (L-sorbose), OCC(=O)[C@H](O)[C@@H](O)[C@H](O)CO (D-sorbose), OC[C@H](O)[C@@H](O)[C@H](O)[C@H](O)CO (D-sorbitol), O=C1C(O)=C(O)[C@H](O1)[C@@H](O)CO (L-ascorbic acid), OC[C@H](O)[C@@H](O)[C@H](O)[C@H](O)CO (D-sorbitol). The product is CC1(OC[C@@]2(O1)C(=O)[C@@H]3[C@H](CO2)OC(O3)(C)C)C (L-enantiomer). Yield: 95.0%. RXN SMILES: [OH:1][CH2:2][C:3]([C@H:5]([C@@H:7]([C@H:9]([CH2:11][OH:12])[OH:10])[OH:8])[OH:6])=[O:4].O=[C:14]1O[C@H]([C@H](CO)O)[C:17](O)=[C:15]1O.O[CH2:26][C@@H:27]([C@H:29]([C@@H]([C@@H](CO)O)O)O)O.OCC([C@@H]([C@H]([C@@H](CO)O)O)O)=O>>[CH3:14][C:15]1([CH3:17])[O:4][C@:3]2([O:12][CH2:11][C@@H:9]3[O:10][C:27]([CH3:29])([CH3:26])[O:8][C@@H:7]3[C:5]2=[O:6])[CH2:2][O:1]1. Reported procedure: L-sorbose is an important intermediate for the synthesis of L-ascorbic acid (vitamin C) by the Reichstein method (see FIG. 1). When D-sorbitol is chemically oxidized, approximately a half of the product becomes D-sorbose, whereas when D-sorbitol is brought into contact with a microorganism having an SLDH activity, only an L-enantiomer is obtained in a yield of about 95%. Therefore, a fermentation method has been conventionally used for converting D-sorbitol to L-sorbose. Reactants: CNC[C@H](O)[C@@H](O)[C@H](O)[C@H](O)CO (N-methyl-D-glucamine), C(C1=CC=CC=C1)=O (benzaldehyde), C(C1=CC=CC=C1)OC(C1=CC(C(=O)OCC2=CC=CC=C2)=CC(=C1)N)=O (5-amino-isophthalic acid dibenzyl ester), C1=C(C=CC2=CC=CC=C12)C=O (2-naphthaldehyde), C(C1=CC=CC=C1)OC(C1=CC(=CC=C1)N)=O (3-amino-benzoic acid benzyl ester), O (H2O). The solvent is O.O1CCOCC1 (water dioxan). The product is C1(CCCCCC1)CC1=C(N=C(N1)C1=CC=CC=C1)C(=O)NC=1C=C(C(=O)O)C=CC1 (3-[(5-Cycloheptylmethyl-2-phenyl-1H-imidazole-4-carbonyl)-amino]-benzoic Acid). As a reaction SMILES: [CH:1](=O)[C:2]1[CH:7]=[CH:6][CH:5]=[CH:4][CH:3]=1.[CH:9]1C2C(=CC=CC=2)C=C[C:10]=1C=O.C(O[C:29](=O)[C:30]1[CH:35]=[CH:34][CH:33]=[C:32]([NH2:36])[CH:31]=1)C1C=CC=CC=1.C(OC(=O)[C:47]1[CH:62]=[C:61]([NH2:63])[CH:60]=[C:49]([C:50]([O:52]CC2C=CC=CC=2)=[O:51])[CH:48]=1)C1C=CC=CC=1.C[NH:66][CH2:67][C@@H:68]([C@H]([C@@H]([C@@H](CO)O)O)O)O.[OH2:78]>O.O1CCOCC1>[CH:30]1([CH2:31][C:32]2[NH:36][C:1]([C:2]3[CH:7]=[CH:6][CH:5]=[CH:4][CH:3]=3)=[N:66][C:67]=2[C:68]([NH:63][C:61]2[CH:60]=[C:49]([CH:48]=[CH:47][CH:62]=2)[C:50]([OH:52])=[O:51])=[O:78])[CH2:29][CH2:10][CH2:9][CH2:33][CH2:34][CH2:35]1 |f:6.7|. Procedure details: The title compound was prepared according to the procedure of Example 20, with the modification that benzaldehyde was used in step b instead of 2-naphthaldehyde and 3-amino-benzoic acid benzyl ester was used in step d instead of 5-amino-isophthalic acid dibenzyl ester. 1H NMR (300 MHz, d6-DMSO) 13.00 (1H, br s), 9.86 (1H, s), 8.51 (1H, s), 8.07 (2H, d), 7.99 (1H, d), 7.63 (1H, d), 7.42 (4H, m), 2.94 (2H, d), 1.98 (1H, m), 1.66-1.22 (12H, m). The acid was converted to the N-methyl-D-glucamine sal... The reactants are COC(=O)C=1C=C(C=C2CC(C(NC12)C1=CC(=CC=C1)Br)(C)C)Cl (2-(3-bromo-phenyl)-6-chloro-3,3-dimethyl-1,2,3,4-tetrahydro-quinoline-8-carboxylic acid methyl ester), NC(C(=O)O)(C)C (2-aminoisobutyric acid), Cl.CN(CC(=O)O)C (N,N-dimethylglycine hydrochloride), C([O-])([O-])=O.[K+].[K+] (potassium carbonate). Reagents/catalysts: [Cu]I (copper (I) iodide). Run in CS(=O)C (DMSO), C(C)(=O)OCC (ethyl acetate). Run at temperature 120 celsius. The product is COC(=O)C=1C=C(C=C2CC(C(NC12)C1=CC(=CC=C1)NC(C)(C)C(=O)O)(C)C)Cl (2-[3-(1-carboxy-1-methyl-ethylamino)-phenyl]-6-chloro-3,3-dimethyl-1,2,3,4-tetrahydro-quinoline-8-carboxylic acid methyl ester). Isolated yield 23.7%. Reaction SMILES: [CH3:1][O:2][C:3]([C:5]1[CH:6]=[C:7]([Cl:24])[CH:8]=[C:9]2[C:14]=1[NH:13][CH:12]([C:15]1[CH:20]=[CH:19][CH:18]=[C:17](Br)[CH:16]=1)[C:11]([CH3:23])([CH3:22])[CH2:10]2)=[O:4].[NH2:25][C:26]([CH3:31])([CH3:30])[C:27]([OH:29])=[O:28].Cl.CN(C)CC(O)=O.C(=O)([O-])[O-].[K+].[K+]>CS(C)=O.[Cu]I.C(OCC)(=O)C>[CH3:1][O:2][C:3]([C:5]1[CH:6]=[C:7]([Cl:24])[CH:8]=[C:9]2[C:14]=1[NH:13][CH:12]([C:15]1[CH:20]=[CH:19][CH:18]=[C:17]([NH:25][C:26]([C:27]([OH:29])=[O:28])([CH3:31])[CH3:30])[CH:16]=1)[C:11]([CH3:23])([CH3:22])[CH2:10]2)=[O:4] |f:2.3,4.5.6|. Procedure details: A mixture of 2-(3-bromo-phenyl)-6-chloro-3,3-dimethyl-1,2,3,4-tetrahydro-quinoline-8-carboxylic acid methyl ester (1.2 g, 2.94 mmol), 2-aminoisobutyric acid (1.20 g, 12 mmol), copper (I) iodide (0.34 g, 1.76 mmol), N,N-dimethylglycine hydrochloride (0.33 g, 2.35 mmol) and potassium carbonate (1.22, 8.82 mmol) in DMSO (10 mL) was heated for 4 hours at 120° C. After cooling to room temperature, the mixture was treated with ethyl acetate (50 mL) and washed with water (20 mL). The organic layer was ... Starting materials: ice water, C(=O)(OCC)C1CNCCC1=O (3-carbethoxy-4-piperidone), C(C)(=O)OC(C)=O (acetic anhydride). Run in C([O-])([O-])=O.[Na+].[Na+] (sodium carbonate). Yields the product C(C)(=O)N1CC(C(CC1)=O)C(=O)OCC (Ethyl 1-acetyl-4-oxo-3-piperidinecarboxylate). RXN SMILES: [C:1]([CH:6]1[C:11](=[O:12])[CH2:10][CH2:9][NH:8][CH2:7]1)([O:3][CH2:4][CH3:5])=[O:2].[C:13](OC(=O)C)(=[O:15])[CH3:14]>C(=O)([O-])[O-].[Na+].[Na+]>[C:13]([N:8]1[CH2:9][CH2:10][C:11](=[O:12])[CH:6]([C:1]([O:3][CH2:4][CH3:5])=[O:2])[CH2:7]1)(=[O:15])[CH3:14] |f:2.3.4|. Reported procedure: To a vigorously stirred, ice-water cooled suspension of 2.0 g of 3-carbethoxy-4-piperidone in 20 ml of aqueous sodium carbonate is added 1 ml of acetic anhydride. The mixture is stirred in the cold for 30 minutes then extracted with ether. The organic layer is dried and evaporated to afford 1.5 g of colorless solid, m.p. 53°-55° C. Procedure: 2-amino-N-(2,4-dichloro-3-(((2-methoxy-1-(pyridin-2-ylmethyl)-1H-benzo[d]imidazol-4-yl)oxy)methyl)phenyl)-N-methylacetamide and 3-(4-acetylpiperazin-1-yl)propanoic acid were used to prepare 16 as described for compound 1. LCMS (+ESI) 668 (M). 1H-NMR (CDCl3, δ): 8.58 (m, 1H), 7.84 (bt, 1H), 7.58 (t, J=2.0 Hz, 1H), 7.47 (d, J=8.8 Hz, 1H), 7.30 (d, J=8.8 Hz, 1H), 7.18 (m, 1H), 7.03 (t, J=8.0 Hz, 1H), 6.92 (d, J=8.0 Hz, 1H), 6.82 (m, 2 H), 5.68 (d, J=4.0 Hz, 2H), 5.28 (s, 2H), 4.21 (s, 3H), 3.89 (dd... Product: C(C)(=O)N1CCN(CC1)CCC(=O)NCC(=O)N(C)C1=C(C(=C(C=C1)Cl)COC1=CC=CC=2N(C(=NC21)OC)CC2=NC=CC=C2)Cl (3-(4-acetylpiperazin-1-yl)-N-(2-((2,4-dichloro-3-(((2-methoxy-1-(pyridin-2-ylmethyl)-1H-benzo[d]imidazol-4-yl)oxy)methyl)phenyl)(methyl)amino)-2-oxoethyl)propanamide). Starting materials: NCC(=O)N(C)C1=C(C(=C(C=C1)Cl)COC1=CC=CC=2N(C(=NC21)OC)CC2=NC=CC=C2)Cl (2-amino-N-(2,4-dichloro-3-(((2-methoxy-1-(pyridin-2-ylmethyl)-1H-benzo[d]imidazol-4-yl)oxy)methyl)phenyl)-N-methylacetamide), ( M ), C33H37Cl2N7O5, C(C)(=O)N1CCN(CC1)CCC(=O)O (3-(4-acetylpiperazin-1-yl)propanoic acid), ClC1=C(C=CC(=C1COC1=CC=CC=2N(C(=NC21)OC)CC2=NC=CC=C2)Cl)N(C(CNC(CCC2=CC=C(C(=O)NCCOC)C=C2)=O)=O)C (4-(3-((2-((2,4-dichloro-3-(((2-methoxy-1-(pyridin-2-ylmethyl)-1H-benzo[d]imidazol-4-yl)oxy)methyl)phenyl)(methyl)amino)-2-oxoethyl)amino)-3-oxopropyl)-N-(2-methoxyethyl)benzamide). As a reaction SMILES: [NH2:1][CH2:2][C:3]([N:5]([C:7]1[CH:12]=[CH:11][C:10]([Cl:13])=[C:9]([CH2:14][O:15][C:16]2[C:24]3[N:23]=[C:22]([O:25][CH3:26])[N:21]([CH2:27][C:28]4[CH:33]=[CH:32][CH:31]=[CH:30][N:29]=4)[C:20]=3[CH:19]=[CH:18][CH:17]=2)[C:8]=1[Cl:34])[CH3:6])=[O:4].[C:35]([N:38]1[CH2:43][CH2:42][N:41]([CH2:44][CH2:45][C:46](O)=[O:47])[CH2:40][CH2:39]1)(=[O:37])[CH3:36].ClC1C(COC2C3N=C(OC)N(CC4C=CC=CN=4)C=3C=CC=2)=C(Cl)C=CC=1N(C)C(=O)CNC(=O)CCC1C=CC(C(NCCOC)=O)=CC=1>>[C:35]([N:38]1[CH2:43][CH2:42][N:41]([CH2:44][CH2:45][C:46]([NH:1][CH2:2][C:3]([N:5]([C:7]2[CH:12]=[CH:11][C:10]([Cl:13])=[C:9]([CH2:14][O:15][C:16]3[C:24]4[N:23]=[C:22]([O:25][CH3:26])[N:21]([CH2:27][C:28]5[CH:33]=[CH:32][CH:31]=[CH:30][N:29]=5)[C:20]=4[CH:19]=[CH:18][CH:17]=3)[C:8]=2[Cl:34])[CH3:6])=[O:4])=[O:47])[CH2:40][CH2:39]1)(=[O:37])[CH3:36].